From a dataset of the Open Reaction Database (ORD), a public repository of structured organic reaction records. describe an organic reaction: reactants, conditions, products, and yield Starting materials: CN(C=O)C (dimethylformamide), BrCC1CCN(CC1)C(=O)OC(C)(C)C (tert-butyl 4-(bromomethyl)-1-piperidine carboxylate), C([O-])([O-])=O.[K+].[K+] (potassium carbonate), NC1=C(C=C(OC2=CC=NC3=CC(=C(C=C23)C#N)O)C=C1)F (4-(4-amino-3-fluorophenoxy)-6-cyano-7-hydroxyquinoline). Solvent: C(C)(=O)OCC (ethyl acetate), O (Water). Run at temperature 50 celsius. Product: C(C)(C)(C)OC(=O)N1CCC(CC1)COC1=C(C=C2C(=CC=NC2=C1)OC1=CC(=C(C=C1)N)F)C#N (4-[4-(4-Amino-3-fluorophenoxy)-6-cyanoquinolin-7-yloxymethyl]-piperidine-1-carboxylic acid tert-butyl ester). The yield is 47.7%. As a reaction SMILES: CN(C)C=O.Br[CH2:7][CH:8]1[CH2:13][CH2:12][N:11]([C:14]([O:16][C:17]([CH3:20])([CH3:19])[CH3:18])=[O:15])[CH2:10][CH2:9]1.C(=O)([O-])[O-].[K+].[K+].[NH2:27][C:28]1[CH:47]=[CH:46][C:31]([O:32][C:33]2[C:42]3[C:37](=[CH:38][C:39]([OH:45])=[C:40]([C:43]#[N:44])[CH:41]=3)[N:36]=[CH:35][CH:34]=2)=[CH:30][C:29]=1[F:48]>C(OCC)(=O)C.O>[C:17]([O:16][C:14]([N:11]1[CH2:12][CH2:13][CH:8]([CH2:7][O:45][C:39]2[CH:38]=[C:37]3[C:42]([C:33]([O:32][C:31]4[CH:46]=[CH:47][C:28]([NH2:27])=[C:29]([F:48])[CH:30]=4)=[CH:34][CH:35]=[N:36]3)=[CH:41][C:40]=2[C:43]#[N:44])[CH2:9][CH2:10]1)=[O:15])([CH3:20])([CH3:19])[CH3:18] |f:2.3.4|. Procedure details: After adding dimethylformamide (4 ml), tert-butyl 4-(bromomethyl)-1-piperidine carboxylate (708 mg) and potassium carbonate (467 mg) to 4-(4-amino-3-fluorophenoxy)-6-cyano-7-hydroxyquinoline (500 mg), the mixture was heated at 50° C. for 4 hours. Water was added to the reaction solution, extraction was performed with ethyl acetate and the organic layer was washed with water and saturated saline in that order and then dried over anhydrous sodium sulfate, and the solvent was distilled off under re... The reactants are BrC=1C=CC(=NC1)C(C(F)(F)F)=O (1-(5-Bromo-pyridin-2-yl)-2,2,2-trifluoro-ethanone), C(C1=CC=CC=C1)N (bezylamine). The reagents and catalysts are [O-]CC.[Ti+4].[O-]CC.[O-]CC.[O-]CC (titanium ethoxide). The solvent is C([O-])(O)=O.[Na+] (sodium bicarbonate), C1(=CC=CC=C1)C (toluene). Conditions: time 3 hour. The product is C(C1=CC=CC=C1)/N=C(/C(F)(F)F)\C1=NC=C(C=C1)Br (Benzyl-[1-(5-bromo-pyridin-2-yl)-2,2,2-trifluoro-eth-(E)-ylidene]-amine). Yield: 4.4%. As a reaction SMILES: [Br:1][C:2]1[CH:3]=[CH:4][C:5]([C:8](=O)[C:9]([F:12])([F:11])[F:10])=[N:6][CH:7]=1.[CH2:14]([NH2:21])[C:15]1[CH:20]=[CH:19][CH:18]=[CH:17][CH:16]=1>C1(C)C=CC=CC=1.C(=O)(O)[O-].[Na+].[O-]CC.[Ti+4].[O-]CC.[O-]CC.[O-]CC>[CH2:14](/[N:21]=[C:8](\[C:5]1[CH:4]=[CH:3][C:2]([Br:1])=[CH:7][N:6]=1)/[C:9]([F:12])([F:11])[F:10])[C:15]1[CH:20]=[CH:19][CH:18]=[CH:17][CH:16]=1 |f:3.4,5.6.7.8.9|. Reported procedure: To a solution of 1-(5-Bromo-pyridin-2-yl)-2,2,2-trifluoro-ethanone (7.5 g, 29.52 mmol) in dry toluene (30 mL) is added bezylamine (3.15 g, 29.52 mmol) and titanium ethoxide (7.4 g, 32.48 mmol) at room temperature then stir for 3 hours. Reaction mixture is diluted with saturated sodium bicarbonate solution and extracted with ethyl acetate. Organic layer is dried over sodium sulphate, solvent is evaporated in vacuo and purified by column chromatography eluting in 20% ethyl acetate in hexane to aff...